From a dataset of the Open Reaction Database (ORD), a public repository of structured organic reaction records. describe an organic reaction: reactants, conditions, products, and yield Reactants: C1CCOC1, CC(C)OB(OC(C)C)OC(C)C, CC(C)[N-]C(C)C, CC(C)O, ClC(Cl)Cl, Clc1ccnc(Cl)n1, [Li+], [Na+], [Na+], O=C([O-])[O-], O, Clc1cc(-c2cccc3ccsc23)ccn1. The product is Clc1cc(-c2cccc3cc(-c4ccnc(Cl)n4)sc23)ccn1. RXN SMILES: [CH2:52]1[O:53][CH2:54][CH2:55][CH2:56]1.[CH:17]([O:18][B:19]([O:20][CH:21]([CH3:22])[CH3:23])[O:24][CH:25]([CH3:26])[CH3:27])([CH3:28])[CH3:29].[CH:30]([N-:31][CH:32]([CH3:33])[CH3:34])([CH3:35])[CH3:36].[CH:57]([OH:58])([CH3:59])[CH3:60].[CH:61]([Cl:62])([Cl:63])[Cl:64].[Cl:38][c:39]1[n:40][cH:41][cH:42][c:43]([Cl:45])[n:44]1.[Li+:37].[Na+:46].[Na+:47].[O-:48][C:49](=[O:50])[O-:51].[OH2:65].[s:1]1[c:2]2[c:3]([cH:4][cH:5]1)[cH:6][cH:7][cH:8][c:9]2-[c:10]1[cH:11][c:12]([Cl:16])[n:13][cH:14][cH:15]1>>[s:1]1[c:2]2[c:3]([cH:4][c:5]1-[c:43]1[cH:42][cH:41][n:40][c:39]([Cl:38])[n:44]1)[cH:6][cH:7][cH:8][c:9]2-[c:10]1[cH:11][c:12]([Cl:16])[n:13][cH:14][cH:15]1. The reactants are C(c1cc(c(c(c1)[Cl])O)[Cl])=O, CC1=CN=C(C=C1)N, [C-]#[N+]C1CCCCC1. Reagents/catalysts: O=C(O)C(F)(F)F (trifluoroacetic acid). The solvent is CC(C)O (isopropyl alcohol), CC(C)O (isopropylalcohol). Run at temperature 22 celsius, time 20 hour. Yields the product Cc1ccc2nc(c3cc(c(c(c3)[Cl])O)[Cl])c(NC3CCCCC3)n2c1. Isolated yield 88.3%. Reaction SMILES: CC1=CC=C(N)N=C1.[C-]#[N+]C1CCCCC1.OC1=C(Cl)C=C(C=O)C=C1Cl>>CC1=CN2C(C=C1)=NC(=C2NC1CCCCC1)C1=CC(Cl)=C(O)C(Cl)=C1. Conditions: temperature 110 celsius. Starting materials: CN(C(OC1=CC(=CC=C1)NC(=O)C1(CCNCC1)OCCOC)=O)C (3-(4-(2-methoxyethoxy)piperidine-4-carboxamido)phenyl dimethylcarbamate), C(C)(C)N(C(C)C)CC (N,N-diisopropylethylamine), ClC=1C2=C(N=CN1)NC=C2C (4-chloro-5-methyl-7H-pyrrolo[2,3-d]pyrimidine). Reaction SMILES: [CH3:1][N:2]([CH3:26])[C:3](=[O:25])[O:4][C:5]1[CH:10]=[CH:9][CH:8]=[C:7]([NH:11][C:12]([C:14]2([O:20][CH2:21][CH2:22][O:23][CH3:24])[CH2:19][CH2:18][NH:17][CH2:16][CH2:15]2)=[O:13])[CH:6]=1.C(N(CC)C(C)C)(C)C.Cl[C:37]1[C:38]2[C:45]([CH3:46])=[CH:44][NH:43][C:39]=2[N:40]=[CH:41][N:42]=1>C(O)(C)C>[CH3:26][N:2]([CH3:1])[C:3](=[O:25])[O:4][C:5]1[CH:10]=[CH:9][CH:8]=[C:7]([NH:11][C:12]([C:14]2([O:20][CH2:21][CH2:22][O:23][CH3:24])[CH2:19][CH2:18][N:17]([C:37]3[C:38]4[C:45]([CH3:46])=[CH:44][NH:43][C:39]=4[N:40]=[CH:41][N:42]=3)[CH2:16][CH2:15]2)=[O:13])[CH:6]=1. Run in C(C)(C)O (isopropanol). The product is CN(C(OC1=CC(=CC=C1)NC(=O)C1(CCN(CC1)C=1C2=C(N=CN1)NC=C2C)OCCOC)=O)C (3-(4-(2-methoxylethoxy)-1-(5-methyl-7H-pyrrolo[2,3-d]pyrimidin-4-yl)piperidine-4-carboxamido)phenyl dimethylcarbamate). Procedure: To a solution of 3-(4-(2-methoxyethoxy)piperidine-4-carboxamido)phenyl dimethylcarbamate from step D, and N,N-diisopropylethylamine (0.28 mL, 1.6 mmol) in isopropanol (1.0 mL) was added 4-chloro-5-methyl-7H-pyrrolo[2,3-d]pyrimidine (55 mg, 0.322 mmol). The reaction mixture was heated to 110° C. in a sealed high-pressure vial for 17 h, during which time the mixture became homogenous. The mixture was concentrated under vacuum and purified by prep HPLC (30×100 mm C18 column, 5-100% acetonitrile:wat... The reactants are Cl.CNC12CC=CCC2CC2=CC=CC=C12 (N-methyl- 1,4,9,9a-tetrahydro-4aH-fluoren-4a-amine hydrochloride), [H][H] (hydrogen). Reagents/catalysts: [Pd] (palladium on charcoal). Solvent: CO (methanol). Yields the product Cl.CNC12CCCCC2CC2=CC=CC=C12 (N-methyl-1,2,3,4,9,9a-hexahydro-4aH-fluoren-4a-amine hydrochloride). RXN SMILES: [ClH:1].[CH3:2][NH:3][C:4]12[C:16]3[C:11](=[CH:12][CH:13]=[CH:14][CH:15]=3)[CH2:10][CH:9]1[CH2:8][CH:7]=[CH:6][CH2:5]2.[H][H]>CO.[Pd]>[ClH:1].[CH3:2][NH:3][C:4]12[C:16]3[C:11](=[CH:12][CH:13]=[CH:14][CH:15]=3)[CH2:10][CH:9]1[CH2:8][CH2:7][CH2:6][CH2:5]2 |f:0.1,5.6|. Reported procedure: General procedure: A solution of 5 g of N-methyl- 1,4,9,9a-tetrahydro-4aH-fluoren-4a-amine hydrochloride in 100 ml of methanol is hydrogenated by shaking it with 0.5 g of 20% palladium on charcoal catalyst in contact with a hydrogen atmosphere. When the theoretical amount of hydrogen corresponding to hydrogenation of one double bond has been absorbed, the catalyst is removed by filtration and the solvent distilled under reduced pressure to yield N-methyl-1,2,3,4,9,9a-hexahydro-4aH-fluoren-4a-ami... Starting materials: C1(=CC=CC=C1)S (thiophenol), [H-].[Na+] (sodium hydride), CN(C=O)C (N,N-dimethylformamide), ClC(C(C)OC1=CC=C(C=C1)C)N1N=CN=C1 (1-chloro-1-(1,2,4-triazol-1-yl)-2-(4-methylphenoxy)-propane). Solvent: O (water). Product: C1(=CC=CC=C1)SC(C(C)OC1=CC=C(C=C1)C)N1N=CN=C1 (1-Phenylthio-1-(1,2,4-triazol-1-yl)-2-(4-methylphenoxy)-propane). Reaction SMILES: [C:1]1([SH:7])[CH:6]=[CH:5][CH:4]=[CH:3][CH:2]=1.[H-].[Na+].CN(C)C=O.Cl[CH:16]([N:27]1[CH:31]=[N:30][CH:29]=[N:28]1)[CH:17]([O:19][C:20]1[CH:25]=[CH:24][C:23]([CH3:26])=[CH:22][CH:21]=1)[CH3:18]>O>[C:1]1([S:7][CH:16]([N:27]2[CH:31]=[N:30][CH:29]=[N:28]2)[CH:17]([O:19][C:20]2[CH:21]=[CH:22][C:23]([CH3:26])=[CH:24][CH:25]=2)[CH3:18])[CH:6]=[CH:5][CH:4]=[CH:3][CH:2]=1 |f:1.2|. Procedure: 13 q (0.12 mol of thiophenol were added slowly at 25° C. to a solution of 4.0 g of sodium hydride (80% strength by weight suspension in mineral oil) and 100 ml of N,N-dimethylformamide, followed, after stirring for 30 minutes, by 19.8 g (0.08 mol) of 1-chloro-1-(1,2,4-triazol-1-yl)-2-(4-methylphenoxy)-propane. After a reaction time of 24 hours at 25° C., 100 ml of water were added. Extraction with methyl tert-butyl ether was carried out, after which the organic phase was washed and was worked up... Starting materials: FC1=C(C(=O)O)C=CC(=C1)NCCCCCCCCCCCCCCCC (2-fluoro-4-(hexadecylamino)benzoic acid), C(C(O)C)(=O)O (lactic acid), C=1(C(=CC=CC1)S(=O)(=O)O)C (toluenesulfonic acid). Solvent: C1(=CC=CC=C1)C (toluene). Product: FC1=C(C(=O)OC(C)C(=O)O)C=CC(=C1)NCCCCCCCCCCCCCCCC (1-Carboxyethyl 2-fluoro-4-(hexadecylamino)benzoate). As a reaction SMILES: [F:1][C:2]1[CH:10]=[C:9]([NH:11][CH2:12][CH2:13][CH2:14][CH2:15][CH2:16][CH2:17][CH2:18][CH2:19][CH2:20][CH2:21][CH2:22][CH2:23][CH2:24][CH2:25][CH2:26][CH3:27])[CH:8]=[CH:7][C:3]=1[C:4]([OH:6])=[O:5].[C:28]([OH:33])(=[O:32])[CH:29]([CH3:31])O.C1(C)C(S(O)(=O)=O)=CC=CC=1>C1(C)C=CC=CC=1>[F:1][C:2]1[CH:10]=[C:9]([NH:11][CH2:12][CH2:13][CH2:14][CH2:15][CH2:16][CH2:17][CH2:18][CH2:19][CH2:20][CH2:21][CH2:22][CH2:23][CH2:24][CH2:25][CH2:26][CH3:27])[CH:8]=[CH:7][C:3]=1[C:4]([O:6][CH:29]([C:28]([OH:33])=[O:32])[CH3:31])=[O:5]. Procedure details: A flask containing 10.0 g 2-fluoro-4-(hexadecylamino)benzoic acid, 3.3 g. lactic acid, 500 mg. toluenesulfonic acid and 500 ml. toluene is equipped with a Soxhlet extractor charged with activated 4 A Linde molecular sieves. The solution is refluxed for 24 hours, during which time the Soxhlet extractor is charged twice more with fresh sieves. The hot solution is filtered and left to cool, whereupon 1-carboxyethyl 2-fluoro-4-(hexadecylamino)benzoate separates as off-white crystals.